Task: describe an organic reaction: reactants, conditions, products, and yield. Dataset: the Open Reaction Database (ORD), a public repository of structured organic reaction records The reactants are FC1=C(C(=O)NC2=C(C=CC(=C2)C(F)(F)F)O)C=CN=C1 (3-fluoro-N-[2-hydroxy-5-(trifluoromethyl)phenyl]isonicotinamide), O1CCCC1 (tetrahydrofuran), C1(=CC=CC=C1)P(C1=CC=CC=C1)C1=CC=CC=C1 (triphenylphosphine), N(=NC(=O)OCC)C(=O)OCC (diethyl azodicarboxylate). Solvent: C1(=CC=CC=C1)C (toluene). Run at temperature 50 celsius. Product: FC=1C=NC=CC1C=1OC2=C(N1)C=C(C=C2)C(F)(F)F (2-(3-fluoropyridin-4-yl)-5-(trifluoromethyl)benzoxazole). Isolated yield 96.0%. As a reaction SMILES: [F:1][C:2]1[CH:21]=[N:20][CH:19]=[CH:18][C:3]=1[C:4]([NH:6][C:7]1[CH:12]=[C:11]([C:13]([F:16])([F:15])[F:14])[CH:10]=[CH:9][C:8]=1[OH:17])=O.O1CCCC1.C1(P(C2C=CC=CC=2)C2C=CC=CC=2)C=CC=CC=1.N(C(OCC)=O)=NC(OCC)=O>C1(C)C=CC=CC=1>[F:1][C:2]1[CH:21]=[N:20][CH:19]=[CH:18][C:3]=1[C:4]1[O:17][C:8]2[CH:9]=[CH:10][C:11]([C:13]([F:16])([F:15])[F:14])=[CH:12][C:7]=2[N:6]=1. Reported procedure: To a mixture of 0.51 g of 3-fluoro-N-[2-hydroxy-5-(trifluoromethyl)phenyl]isonicotinamide, 5 ml of tetrahydrofuran and 0.53 g of triphenylphosphine, 0.89 g of 40% toluene solution of diethyl azodicarboxylate was added dropwise at room temperature. The reaction mixture was stirred while heating at 50° C. for 1.5 hours. The reaction mixture was cooled to room temperature, and then concentrated under reduced pressure. The residue was subjected to silica gel column chromatography to give 0.46 g of 2... Yields the product Cl.CC1=CC=CC=2C3=C(N(C12)CC(=O)OCC)CCNC3 (Ethyl (6-methyl-1,2,3,4-tetrahydro-pyrido[4,3-b]indol-5-yl)-acetate hydrochloride). As a reaction SMILES: [ClH:1].[CH2:2]1[C:14]2[C:13]3[CH:12]=[CH:11][CH:10]=[CH:9][C:8]=3[N:7]([CH2:15][C:16]([O:18][CH2:19][CH3:20])=[O:17])[C:6]=2[CH2:5][CH2:4][NH:3]1.[C:21]1(NN)C=CC=CC=1>>[ClH:1].[CH3:21][C:9]1[C:8]2[N:7]([CH2:15][C:16]([O:18][CH2:19][CH3:20])=[O:17])[C:6]3[CH2:5][CH2:4][NH:3][CH2:2][C:14]=3[C:13]=2[CH:12]=[CH:11][CH:10]=1 |f:0.1,3.4|. Reported procedure: The title compound is prepared using a procedure analogous to Intermediate 1, substituting 2-methylphenylhydrazine for phenylhydrazine in Step 1a). The reactants are Cl.C1NCCC=2N(C=3C=CC=CC3C21)CC(=O)OCC (Ethyl (1,2,3,4-tetrahydro-pyrido[4,3-b]indol-5-yl)-acetate hydrochloride), C1(=CC=CC=C1)NN (phenylhydrazine).